Dataset: the Open Reaction Database (ORD), a public repository of structured organic reaction records. Task: describe an organic reaction: reactants, conditions, products, and yield Starting materials: [Mn] (manganese), [Zn] (zinc), C(CNC([S-])=S)NC([S-])=S (ethylene-bisdithiocarbamate), C1C=CCC2C1C(=O)N(C2=O)SC(C(Cl)Cl)(Cl)Cl (captafol). Yields the product C(CNC(=S)[S-])NC(=S)[S-].C(CNC(=S)[S-])NC(=S)[S-].[Mn+2].[Zn+2] (mancozeb). RXN SMILES: [Mn:1].[Zn:2].[CH2:3]([NH:9][C:10](=[S:12])[S-:11])[CH2:4][NH:5][C:6](=[S:8])[S-:7].C1C2C(N(SC(Cl)(Cl)C(Cl)Cl)C(=O)C2CC=C1)=O>>[CH2:3]([NH:9][C:10]([S-:12])=[S:11])[CH2:4][NH:5][C:6]([S-:8])=[S:7].[CH2:3]([NH:9][C:10]([S-:12])=[S:11])[CH2:4][NH:5][C:6]([S-:8])=[S:7].[Mn+2:1].[Zn+2:2] |f:4.5.6.7|. Procedure: manganese and zinc (2.5% w/w) ethylene-bisdithiocarbamate as a wettable powder containing 80% w/w of active ingredient captafol: N-(1,1,2,2-tetrachloroethylthio)-1,2,3,6-tetrahydrophthalimide as a suspension concentrate containing 480 g./l. of active material.